Dataset: the Open Reaction Database (ORD), a public repository of structured organic reaction records. Task: describe an organic reaction: reactants, conditions, products, and yield The reactants are C(C(=C)C)(=O)[O-].[Na+] (sodium methacrylate), [I-].[Na+] (sodium iodide), C(C1=CC(=CC(=C1O)C(C)(C)C)C)C1=CC(=CC(=C1O)C(C)(C)C)C (2,2′-methylenebis(6-t-butyl-p-cresol)), ClCC(=O)OC(C(S(=O)(=O)[O-])(F)F)C(F)(F)F.C1(=CC=CC=C1)[S+](C1=CC=CC=C1)C1=CC=CC=C1 (triphenylsulfonium 2-(2-chloroacetoxy)-1,1,3,3,3-pentafluoropropane-1-sulfonate). The solvent is ClCCl (dichloromethane), O (water), CN(C=O)C (dimethylformamide). Run at temperature 80 celsius, time 13 hour. Yields the product FC(C(C(F)(F)F)OC(COC(C(=C)C)=O)=O)(S(=O)(=O)[O-])F.C1(=CC=CC=C1)[S+](C1=CC=CC=C1)C1=CC=CC=C1 (triphenylsulfonium 1,1,3,3,3-pentafluoro-2-(2-methacryloyloxy-acetoxy)-propane-1-sulfonate), oil. The yield is 66.0%. Reaction SMILES: Cl[CH2:2][C:3]([O:5][CH:6]([C:14]([F:17])([F:16])[F:15])[C:7]([F:13])([F:12])[S:8]([O-:11])(=[O:10])=[O:9])=[O:4].[C:18]1([S+:24]([C:31]2[CH:36]=[CH:35][CH:34]=[CH:33][CH:32]=2)[C:25]2[CH:30]=[CH:29][CH:28]=[CH:27][CH:26]=2)[CH:23]=[CH:22][CH:21]=[CH:20][CH:19]=1.[C:37]([O-:42])(=[O:41])[C:38]([CH3:40])=[CH2:39].[Na+].[I-].[Na+].C(C1C(O)=C(C(C)(C)C)C=C(C)C=1)C1C(O)=C(C(C)(C)C)C=C(C)C=1>ClCCl.O.CN(C)C=O>[F:12][C:7]([F:13])([S:8]([O-:11])(=[O:10])=[O:9])[CH:6]([O:5][C:3](=[O:4])[CH2:2][O:42][C:37](=[O:41])[C:38]([CH3:40])=[CH2:39])[C:14]([F:17])([F:16])[F:15].[C:31]1([S+:24]([C:18]2[CH:19]=[CH:20][CH:21]=[CH:22][CH:23]=2)[C:25]2[CH:30]=[CH:29][CH:28]=[CH:27][CH:26]=2)[CH:32]=[CH:33][CH:34]=[CH:35][CH:36]=1 |f:0.1,2.3,4.5,10.11|. Procedure details: To 250 g of dimethylformamide were added 50.0 g (0.09 mole) of triphenylsulfonium 2-(2-chloroacetoxy)-1,1,3,3,3-pentafluoropropane-1-sulfonate synthesized in Synthesis Example 1-19, 11.4 g (0.11 mole) of sodium methacrylate, 2.6 g (0.02 mole) of sodium iodide, and 50 mg of 2,2′-methylenebis(6-t-butyl-p-cresol). The mixture was heated and stirred at 80° C. for 13 hours. The reaction solution was allowed to resume room temperature, after which 500 g of water and 1 kg of dichloromethane were added.... Yields the product C=Cc1cc2c(cc1C(F)(F)F)NC(=O)CC(c1cccc(-c3cccnc3)c1)=N2. Starting materials: C=Cc1cc(NC(=O)OC(C)(C)C)c(NC(=O)CC(=O)c2cccc(-c3cccnc3)c2)cc1C(F)(F)F, ClCCl, O=C(O)C(F)(F)F. RXN SMILES: [C:1]([O:2][C:3](=[O:4])[NH:7][c:8]1[c:9]([NH:20][C:21]([CH2:22][C:23](=[O:5])[c:24]2[cH:25][c:26](-[c:30]3[cH:31][n:32][cH:33][cH:34][cH:35]3)[cH:27][cH:28][cH:29]2)=[O:37])[cH:10][c:11]([C:16]([F:17])([F:18])[F:19])[c:12]([CH:14]=[CH2:15])[cH:13]1)([CH3:6])([CH3:36])[CH3:38].[Cl:46][CH2:47][Cl:48].[F:39][C:40]([F:41])([F:42])[C:43]([OH:44])=[O:45]>>[N:7]1=[C:23]([c:24]2[cH:25][c:26](-[c:30]3[cH:31][n:32][cH:33][cH:34][cH:35]3)[cH:27][cH:28][cH:29]2)[CH2:22][C:21](=[O:37])[NH:20][c:9]2[c:8]1[cH:13][c:12]([CH:14]=[CH2:15])[c:11]([C:16]([F:17])([F:18])[F:19])[cH:10]2.